From a dataset of the Open Reaction Database (ORD), a public repository of structured organic reaction records. describe an organic reaction: reactants, conditions, products, and yield Starting materials: COC([C@H]1N(C[C@@H](C1)O[Si](C)(C)C(C)(C)C)C(=O)OC(C)(C)C)=O ((2S,4R)-N-tert-Butoxycarbonyl-4-tert-butyldimethylsiloxyproline methyl ester), [OH-].[Na+] (sodium hydroxide). Run in CO (methanol), O (water). Run at time 6 hour. Product: C(C)(C)(C)OC(=O)N1[C@H](C(=O)O)C[C@H](C1)O[Si](C)(C)C(C)(C)C ((2S,4R)-N-tert-butoxycarbonyl-4-tert-butyldimethylsiloxyproline). Yield: 89.5%. RXN SMILES: C[O:2][C:3](=[O:24])[C@@H:4]1[CH2:8][C@@H:7]([O:9][Si:10]([C:13]([CH3:16])([CH3:15])[CH3:14])([CH3:12])[CH3:11])[CH2:6][N:5]1[C:17]([O:19][C:20]([CH3:23])([CH3:22])[CH3:21])=[O:18].[OH-].[Na+]>CO.O>[C:20]([O:19][C:17]([N:5]1[CH2:6][C@H:7]([O:9][Si:10]([C:13]([CH3:16])([CH3:15])[CH3:14])([CH3:11])[CH3:12])[CH2:8][C@H:4]1[C:3]([OH:24])=[O:2])=[O:18])([CH3:23])([CH3:22])[CH3:21] |f:1.2|. Reported procedure: (2S,4R)-N-tert-Butoxycarbonyl-4-tert-butyldimethylsiloxyproline methyl ester (5.9 g, 16.5 mmol) was dissolved in methanol (45 ml) and water (11 ml). Then, 2.5N aqueous sodium hydroxide (6.6 ml, 16.5 mmol) was added thereto. The mixture was stirred at room temperature for 6 h, and then the organic solvent was distilled off. The aqueous layer was washed with ethyl acetate, then adjusted to pH 2.5 with 1N hydrochloric acid, and extracted with ethyl acetate. The organic layer was washed with saturat...